This data is from the Open Reaction Database (ORD), a public repository of structured organic reaction records. The task is: describe an organic reaction: reactants, conditions, products, and yield Starting materials: N1N=CN=C1.[Na] (sodium 1,2,4-triazole), FC1=CC=C(C=C1)C(C1=CC=C(C=C1)F)[SiH2]CCl (bis(4-fluorophenyl)methylsilylmethyl chloride). Solvent: O (water), CN(C=O)C (dimethylformamide). Product: FC1=CC=C(C=C1)C(C1=CC=C(C=C1)F)[SiH2]CN1N=CN=C1 (1-[Bis(4-fluorophenyl)methylsilylmethyl]-1,2,4-Triazole). RXN SMILES: [NH:1]1[CH:5]=[N:4][CH:3]=[N:2]1.[Na].[F:7][C:8]1[CH:13]=[CH:12][C:11]([CH:14]([SiH2:22][CH2:23]Cl)[C:15]2[CH:20]=[CH:19][C:18]([F:21])=[CH:17][CH:16]=2)=[CH:10][CH:9]=1>CN(C)C=O.O>[F:7][C:8]1[CH:9]=[CH:10][C:11]([CH:14]([SiH2:22][CH2:23][N:1]2[CH:5]=[N:4][CH:3]=[N:2]2)[C:15]2[CH:20]=[CH:19][C:18]([F:21])=[CH:17][CH:16]=2)=[CH:12][CH:13]=1 |f:0.1,^1:5|. Procedure details: In this preparation 1.0 g of sodium 1,2,4-triazole is added to a solution of 3.1 g of bis(4-fluorophenyl)methylsilylmethyl chloride in 15 mL of dimethylformamide. The mixture is heated at about 80°-90° C. for two hours and then cooled to room temperature. The mixture is then diluted with 60 ml of water and extracted three times with 50 ml portions of ethyl ether. The extracts are combined, washed twice with 80 ml of water, then with 80 ml of aqueous saturated sodium chloride solution and dried o... Reactants: C1CCOC1, CC(C)(C)[O-], [K+], COC(=O)CCC(C(N)=O)N1Cc2c(ccc(Cl)c2OCc2ccc(CN3CCOCC3)cc2)C1=O. Product: O=C1CCC(N2Cc3c(ccc(Cl)c3OCc3ccc(CN4CCOCC4)cc3)C2=O)C(=O)N1. As a reaction SMILES: [CH2:43]1[O:44][CH2:45][CH2:46][CH2:47]1.[CH3:37][C:38]([O-:39])([CH3:40])[CH3:41].[K+:42].[NH2:1][C:2]([CH:3]([CH2:4][CH2:5][C:6](=[O:7])[O:8][CH3:9])[N:10]1[C:11](=[O:35])[c:12]2[cH:13][cH:14][c:15]([Cl:34])[c:16]([O:19][CH2:20][c:21]3[cH:22][cH:23][c:24]([CH2:27][N:28]4[CH2:29][CH2:30][O:31][CH2:32][CH2:33]4)[cH:25][cH:26]3)[c:17]2[CH2:18]1)=[O:36]>>[NH:1]1[C:2](=[O:36])[CH:3]([N:10]2[C:11](=[O:35])[c:12]3[cH:13][cH:14][c:15]([Cl:34])[c:16]([O:19][CH2:20][c:21]4[cH:22][cH:23][c:24]([CH2:27][N:28]5[CH2:29][CH2:30][O:31][CH2:32][CH2:33]5)[cH:25][cH:26]4)[c:17]3[CH2:18]2)[CH2:4][CH2:5][C:6]1=[O:7]. Starting materials: COc1ccc(N2CCN(c3ccc(-n4cnnc4S)cc3)CC2)cc1, COS(=O)(=O)OC, CO, [Na+], [OH-]. The product is COc1ccc(N2CCN(c3ccc(-n4cnnc4SC)cc3)CC2)cc1. RXN SMILES: [CH3:1][O:2][c:3]1[cH:4][cH:5][c:6]([N:9]2[CH2:10][CH2:11][N:12]([c:15]3[cH:16][cH:17][c:18](-[n:21]4[c:22]([SH:26])[n:23][n:24][cH:25]4)[cH:19][cH:20]3)[CH2:13][CH2:14]2)[cH:7][cH:8]1.[CH3:29][O:30][S:31]([O:32][CH3:33])(=[O:34])=[O:35].[CH3:36][OH:37].[Na+:28].[OH-:27]>>[CH3:1][O:2][c:3]1[cH:4][cH:5][c:6]([N:9]2[CH2:10][CH2:11][N:12]([c:15]3[cH:16][cH:17][c:18](-[n:21]4[c:22]([S:26][CH3:29])[n:23][n:24][cH:25]4)[cH:19][cH:20]3)[CH2:13][CH2:14]2)[cH:7][cH:8]1. The reactants are BrCCCC(C(C)C)(C#N)C=1C=C(C(=O)OC)C=CC1 (Methyl 3-(6-bromo-3-cyano-2-methylhexan-3-yl)benzoate), CNCCC=1C=C(C(=O)OC)C=CC1 (Methyl 3-(2-(methylamino)ethyl)benzoate). The product is C(#N)C(CCCN(CCC=1C=C(C(=O)OC)C=CC1)C)(C(C)C)C1=CC(=CC=C1)C(=O)OC (Methyl 3-(2-((4-cyano-4-(3-(methoxycarbonyl)phenyl)-5-methylhexyl)(methyl)amino)ethyl)benzoate). RXN SMILES: Br[CH2:2][CH2:3][CH2:4][C:5]([C:11]1[CH:12]=[C:13]([CH:18]=[CH:19][CH:20]=1)[C:14]([O:16][CH3:17])=[O:15])([C:9]#[N:10])[CH:6]([CH3:8])[CH3:7].[CH3:21][NH:22][CH2:23][CH2:24][C:25]1[CH:26]=[C:27]([CH:32]=[CH:33][CH:34]=1)[C:28]([O:30][CH3:31])=[O:29]>>[C:9]([C:5]([C:11]1[CH:20]=[CH:19][CH:18]=[C:13]([C:14]([O:16][CH3:17])=[O:15])[CH:12]=1)([CH:6]([CH3:8])[CH3:7])[CH2:4][CH2:3][CH2:2][N:22]([CH3:21])[CH2:23][CH2:24][C:25]1[CH:26]=[C:27]([CH:32]=[CH:33][CH:34]=1)[C:28]([O:30][CH3:31])=[O:29])#[N:10]. Reported procedure: Reaction of 1r with 2d produced 3ap. MS found M+H=451. The oxalate salt of 3ap was recrystallized from methanol/ether; mp 129-136° C.